Task: describe an organic reaction: reactants, conditions, products, and yield. Dataset: the Open Reaction Database (ORD), a public repository of structured organic reaction records The reactants are N1=C(C=CC2=CC=CC=C12)CP(OCC)(OCC)=O (Diethyl (quinolin-2-yl-methyl)phosphonate), [Li]CCCC (n-BuLi), [NH4+].[Cl-] (NH4Cl), C(=O)C=1N=C2N(N=CC=C2N2CCOCC2)C1C1=CC=C(C(=O)OC(C)(C)C)C=C1 (tert-Butyl 4-(2-formyl-8-morpholinoimidazo[1,2-b]pyridazin-3-yl)benzoate). Run in C1CCOC1 (THF), O (water), C1CCOC1 (THF). Conditions: time 15 minute. Product: O1CCN(CC1)C=1C=2N(N=CC1)C(=C(N2)\C=C\C2=NC=1CCCCC1C=C2)C2=CC=C(C(=O)OC(C)(C)C)C=C2 ((E)-tert-Butyl 4-(8-morpholino-2-(2-(5,6,7,8-tetrahydroquinolin-2-yl)vinyl)imidazo[1,2-b]pyridazin-3-yl)benzoate). As a reaction SMILES: [N:1]1[C:10]2[C:5](=[CH:6][CH:7]=[CH:8][CH:9]=2)[CH:4]=[CH:3][C:2]=1[CH2:11]P(=O)(OCC)OCC.[Li]CCCC.[CH:25]([C:27]1[N:28]=[C:29]2[C:34]([N:35]3[CH2:40][CH2:39][O:38][CH2:37][CH2:36]3)=[CH:33][CH:32]=[N:31][N:30]2[C:41]=1[C:42]1[CH:54]=[CH:53][C:45]([C:46]([O:48][C:49]([CH3:52])([CH3:51])[CH3:50])=[O:47])=[CH:44][CH:43]=1)=O.[NH4+].[Cl-]>C1COCC1.O>[O:38]1[CH2:37][CH2:36][N:35]([C:34]2[C:29]3[N:30]([C:41]([C:42]4[CH:54]=[CH:53][C:45]([C:46]([O:48][C:49]([CH3:50])([CH3:51])[CH3:52])=[O:47])=[CH:44][CH:43]=4)=[C:27](/[CH:25]=[CH:11]/[C:2]4[CH:3]=[CH:4][C:5]5[CH2:6][CH2:7][CH2:8][CH2:9][C:10]=5[N:1]=4)[N:28]=3)[N:31]=[CH:32][CH:33]=2)[CH2:40][CH2:39]1 |f:3.4|. Procedure: To a solution of compound 58a (125 mg, 0.441 mmol) in 2.5 mL of THF at RT was added n-BuLi (275 μL, 0.441 mmol, 1.6M in hexane) dropwise. After stirring at rt for 15 min, the mixture was added slowly to a suspension of compound 5f (150 mg, 0.367 mmol) in 2.5 mL of THF. The resulting mixture was stirred at rt for 30 min, then 2 mL of saturated NH4Cl was added. The mixture was diluted with 10 mL of water, then extracted with EtOAc (2×20 mL). The combined organic layers were washed with brine (15 m... Starting materials: CN1CCN(C(=O)Cl)CC1, Cn1ncc2cc(Nc3ncnc4[nH]c(C5=CCNCC5)cc34)ccc21, CCN(C(C)C)C(C)C, [Cl-], Cl, Cl, Cl, Cl, CN(C)C=O, O. Yields the product CN1CCN(C(=O)N2CC=C(c3cc4c(Nc5ccc6c(cnn6C)c5)ncnc4[nH]3)CC2)CC1. Reaction SMILES: [CH3:40][N:41]1[CH2:42][CH2:43][N:44]([C:47](=[O:48])[Cl:49])[CH2:45][CH2:46]1.[CH3:4][n:5]1[n:6][cH:7][c:8]2[cH:9][c:10]([NH:14][c:15]3[c:16]4[c:17]([n:18][cH:19][n:20]3)[nH:21][c:22]([C:24]3=[CH:29][CH2:28][NH:27][CH2:26][CH2:25]3)[cH:23]4)[cH:11][cH:12][c:13]12.[CH:30]([N:31]([CH2:32][CH3:33])[CH:34]([CH3:35])[CH3:36])([CH3:37])[CH3:38].[Cl-:50].[ClH:1].[ClH:2].[ClH:39].[ClH:3].[O:51]=[CH:52][N:53]([CH3:54])[CH3:55].[OH2:56]>>[CH3:4][n:5]1[n:6][cH:7][c:8]2[cH:9][c:10]([NH:14][c:15]3[c:16]4[c:17]([n:18][cH:19][n:20]3)[nH:21][c:22]([C:24]3=[CH:29][CH2:28][N:27]([C:47]([N:44]5[CH2:43][CH2:42][N:41]([CH3:40])[CH2:46][CH2:45]5)=[O:48])[CH2:26][CH2:25]3)[cH:23]4)[cH:11][cH:12][c:13]12. Reactants: C(CCC)[Li] (butyllithium), FC1=C(C=CC=C1)F (1,2-Difluorobenzene), O1CCCC1 (tetrahydrofurane), C(CCC)[Li] (n-butyllithium), C(CC)OB(OCCC)OCCC (tripropylborate), B(OCCC)(OCCC)OCCC (tripropyl borate). Solvent: CCCCCC (hexane). Conditions: temperature -78 celsius, time 2 hour. Product: FC1=C(C=CC=C1F)B(O)O (2,3-difluorophenyl boronic acid). Isolated yield 85.0%. Reaction SMILES: [F:1][C:2]1[CH:7]=[CH:6][CH:5]=[CH:4][C:3]=1[F:8].O1CCCC1.C([Li])CCC.C([O:22][B:23](OCCC)[O:24]CCC)CC>CCCCCC>[F:1][C:2]1[C:3]([F:8])=[CH:4][CH:5]=[CH:6][C:7]=1[B:23]([OH:24])[OH:22]. Procedure details: 1,2-Difluorobenzene (40 g, 0.35 mol) and dry tetrahydrofurane (400 ml) were placed in 1 L flask equipped with mechanical stirrer, nitrogen inlet and outlet, pressure-equilibrated dropping funnel and thermometer. The reaction flask was flushed with nitrogen and minor flow was held during whole reaction time. The mixture was cooled down to −78° C. with dry ice/acetone bath and 2.5 mol/L hexane solution of n-butyllithium (140 ml; 0.35 mol) was added dropwise, keeping the reaction temperature below ... The reactants are COC(=O)C(N)CCCNC(=O)OCc1ccccc1, CO, N. Yields the product NC(=O)C(N)CCCNC(=O)OCc1ccccc1. Reaction SMILES: [CH3:1][O:2][C:3]([CH:4]([CH2:5][CH2:6][CH2:7][NH:8][C:9](=[O:10])[O:11][CH2:12][c:13]1[cH:14][cH:15][cH:16][cH:17][cH:18]1)[NH2:19])=[O:20].[CH3:22][OH:23].[NH3:21]>>[C:3]([CH:4]([CH2:5][CH2:6][CH2:7][NH:8][C:9](=[O:10])[O:11][CH2:12][c:13]1[cH:14][cH:15][cH:16][cH:17][cH:18]1)[NH2:19])(=[O:20])[NH2:21]. Starting materials: CC(C)(C)OC(=O)N1CCCC(Nc2ccccc2)(C(N)=O)C1, CC(=O)O, Cc1ccccc1, CCOC(OCC)OCC. Yields the product CC(C)(C)OC(=O)N1CCCC2(C1)C(=O)N=CN2c1ccccc1. RXN SMILES: [C:1]([CH3:2])([CH3:3])([CH3:4])[O:5][C:6](=[O:7])[N:8]1[CH2:9][C:10]([NH:14][c:15]2[cH:16][cH:17][cH:18][cH:19][cH:20]2)([C:21]([NH2:22])=[O:23])[CH2:11][CH2:12][CH2:13]1.[CH3:34][C:35](=[O:36])[OH:37].[CH3:38][c:39]1[cH:40][cH:41][cH:42][cH:43][cH:44]1.[CH:24]([O:25][CH2:26][CH3:27])([O:28][CH2:29][CH3:30])[O:31][CH2:32][CH3:33]>>[C:1]([CH3:2])([CH3:3])([CH3:4])[O:5][C:6](=[O:7])[N:8]1[CH2:9][C:10]2([CH2:11][CH2:12][CH2:13]1)[N:14]([c:15]1[cH:16][cH:17][cH:18][cH:19][cH:20]1)[CH:24]=[N:22][C:21]2=[O:23].